From a dataset of the Open Reaction Database (ORD), a public repository of structured organic reaction records. describe an organic reaction: reactants, conditions, products, and yield The reactants are COC(=O)C(O)(c1cccs1)c1cccs1, CN1C2CC(O)CC1C1OC12, ClCCl, [H-], [Na+], O. Product: CN1C2CC(OC(=O)C(O)(c3cccs3)c3cccs3)CC1C1OC12. Reaction SMILES: [CH3:12][O:13][C:14]([C:15]([c:16]1[s:17][cH:18][cH:19][cH:20]1)([c:21]1[s:22][cH:23][cH:24][cH:25]1)[OH:26])=[O:27].[CH3:1][N:2]1[CH:3]2[CH:4]3[O:5][CH:6]3[CH:7]1[CH2:8][CH:9]([OH:11])[CH2:10]2.[Cl:31][CH2:32][Cl:33].[H-:28].[Na+:29].[OH2:30]>>[CH3:1][N:2]1[CH:3]2[CH:4]3[O:5][CH:6]3[CH:7]1[CH2:8][CH:9]([O:11][C:14](=[O:13])[C:15]([c:16]1[s:17][cH:18][cH:19][cH:20]1)([c:21]1[s:22][cH:23][cH:24][cH:25]1)[OH:26])[CH2:10]2. The reactants are CC(=O)O, CCCCCC, CC(C)NC(C)C, O=C(Cc1ccccc1)c1ccc(OCC(F)(F)F)cc1, [Li]CCCC, C1CCOC1. Product: O=C(Cc1ccccc1)c1ccc(OC=C(F)F)cc1. As a reaction SMILES: [CH3:34][C:35](=[O:36])[OH:37].[CH3:38][CH2:39][CH2:40][CH2:41][CH2:42][CH3:43].[CH:6]([NH:7][CH:8]([CH3:9])[CH3:10])([CH3:11])[CH3:12].[F:13][C:14]([CH2:15][O:16][c:17]1[cH:18][cH:19][c:20]([C:23](=[O:24])[CH2:25][c:26]2[cH:27][cH:28][cH:29][cH:30][cH:31]2)[cH:21][cH:22]1)([F:32])[F:33].[Li:1][CH2:2][CH2:3][CH2:4][CH3:5].[O:44]1[CH2:45][CH2:46][CH2:47][CH2:48]1>>[F:13][C:14](=[CH:15][O:16][c:17]1[cH:18][cH:19][c:20]([C:23](=[O:24])[CH2:25][c:26]2[cH:27][cH:28][cH:29][cH:30][cH:31]2)[cH:21][cH:22]1)[F:32]. The reactants are O=C1OC(=O)c2c1c(=O)[nH]c1ccccc21, CN(C)C=O, Nc1ccccc1. Product: O=C1c2c(c3ccccc3[nH]c2=O)C(=O)N1c1ccccc1. RXN SMILES: [C:1]1(=[O:16])[O:2][C:3](=[O:15])[c:4]2[c:5](=[O:14])[nH:6][c:7]3[cH:8][cH:9][cH:10][cH:11][c:12]3[c:13]21.[CH3:24][N:25]([CH3:26])[CH:27]=[O:28].[NH2:17][c:18]1[cH:19][cH:20][cH:21][cH:22][cH:23]1>>[C:1]1(=[O:16])[c:13]2[c:4]([c:5](=[O:14])[nH:6][c:7]3[cH:8][cH:9][cH:10][cH:11][c:12]32)[C:3](=[O:15])[N:17]1[c:18]1[cH:19][cH:20][cH:21][cH:22][cH:23]1. Reactants: BrC=1C=CC(=C(C(=O)OC)C1)CBr (methyl 5-bromo-2-(bromomethyl)benzoate), Cl.N[C@H]1[C@@H](CCCC1)O (trans-2-aminocyclohexanol hydrochloride), C(C)N(C(C)C)C(C)C (N-ethyldiisopropylamine), C([O-])(O)=O.[Na+] (sodium bicarbonate). Run in CN(C)C=O (DMF). Conditions: temperature 80 celsius, time 3 hour. Product: BrC1=CC=C2CN(C(C2=C1)=O)[C@H]1[C@@H](CCCC1)O (rac-6-bromo-2-(trans-2-hydroxycyclohexyl)isoindolin-1-one). Isolated yield 43.7%. RXN SMILES: [Br:1][C:2]1[CH:3]=[CH:4][C:5]([CH2:12]Br)=[C:6]([CH:11]=1)[C:7]([O:9]C)=O.Cl.[NH2:15][C@@H:16]1[CH2:21][CH2:20][CH2:19][CH2:18][C@H:17]1[OH:22].C(N(C(C)C)C(C)C)C.C(=O)(O)[O-].[Na+]>CN(C=O)C>[Br:1][C:2]1[CH:11]=[C:6]2[C:5]([CH2:12][N:15]([C@@H:16]3[CH2:21][CH2:20][CH2:19][CH2:18][C@H:17]3[OH:22])[C:7]2=[O:9])=[CH:4][CH:3]=1 |f:1.2,4.5|. Reported procedure: To a solution of methyl 5-bromo-2-(bromomethyl)benzoate (0.50 g) in DMF (5.00 mL) were added trans-2-aminocyclohexanol hydrochloride (0.37 g) and N-ethyldiisopropylamine (1.42 mL), and the mixture was stirred at 80° C. for 3 hr. To the reaction mixture was added 5% aqueous sodium bicarbonate, and the mixture was extracted with ethyl acetate. The organic layer was washed with saturated brine, and dried over anhydrous sodium sulfate, and the solvent was evaporated under reduced pressure. The resid... The reactants are II (I2), ClCl.CC1=C(C=CC(=C1)C2=CC(=C(C=C2)N)C)N (chlorine tolidine), CC(C)C[C@@H](C(=O)N[C@@H](CCCN=C(N)N)C(=O)N1CCC[C@H]1C(=O)NCC(=O)O)NC(=O)[C@@H](CC2=CC=C(C=C2)O)NC(=O)[C@H](CC3=CN=CN3)NC(=O)[C@H](CO)NC(=O)[C@H](CC4=CNC5=CC=CC=C54)NC(=O)[C@H](CC6=CN=CN6)NC(=O)[C@H](CCC(=O)O)N (pGlu--His--Trp--Ser--Tyr--Gly--Leu--Arg--Pro--Gly--NH2), CO (MeOH). Solvent: CC(=O)O (AcOH), CC(=O)O (AcOH). Yields the product Amino acid, N[C@@H](CCC(O)=O)C(=O)O (Glu). As a reaction SMILES: CC(C[C@H](NC([C@H](NC([C@@H](NC([C@@H](NC([C@@H](NC([C@@H](N[C:84]([C@@H:86]([NH2:92])[CH2:87][CH2:88][C:89]([OH:91])=[O:90])=[O:85])CC1NC=NC=1)=O)CC1C2C(=CC=CC=2)NC=1)=O)CO)=O)CC1NC=NC=1)=O)CC1C=CC(O)=CC=1)=O)C(N[C@H](C(N1[C@H](C(NCC(O)=O)=O)CCC1)=O)CCCN=C(N)N)=O)C.C[OH:94].ClCl.CC1C=C(C2C=CC(N)=C(C)C=2)C=CC=1N.II>CC(O)=O>[NH2:92][C@H:86]([C:84]([OH:85])=[O:94])[CH2:87][CH2:88][C:89](=[O:90])[OH:91] |f:2.3|. Reported procedure: A stirred mixture of pGlu--His--Trp--Ser--Tyr--Gly--OH (XXXVIII) (16.6 gm) and 1-hydroxybenzotriazole (3 gm) in dry DMF (250 ml) was treated with DCI (4.5 gm) at 0°C and after 3 hours, the dihydrofluoride salt of Leu--Arg--Pro--Gly--NH2 (LXVI) (10.5 gm) and Et3N (3.1 ml) in dry DMF were added and stirring was continued at room temperature for a further 36 hous. The reaction mixture was evaporated in vacuo and the residue was treated with H2O (200 ml). The insoluble DCI-urea was removed and the f... Run at temperature 0 celsius, time 2 hour. Reactants: C1CC(=O)N(C1=O)Br (NBS), FC1=CC=CC=2NC(OC(C21)=O)=O (5-fluoro-1H-benzo[d][1,3]oxazine-2,4-dione), FC1=CC=CC=2NC(OC(C21)=O)=O (5-fluoro-1H-benzo[d][1,3]oxazine-2,4-dione), CN(C)C=O (DMF), CN (methyl amine), C1CCOC1 (THF). Isolated yield 32.0%. The solvent is O (water), C(Cl)Cl (DCM). RXN SMILES: C1C(=O)N([Br:8])C(=O)C1.[F:9][C:10]1[C:19]2[C:18](=O)[O:17]C(=O)[NH:15][C:14]=2[CH:13]=[CH:12][CH:11]=1.CN.C1COCC1.C[N:30]([CH:32]=O)C>C(Cl)Cl.O>[NH2:15][C:14]1[C:19]([C:18]([NH:30][CH3:32])=[O:17])=[C:10]([F:9])[C:11]([Br:8])=[CH:12][CH:13]=1. Reported procedure: NBS (9.42 g, 52.9 mmol) was added to a cold (0° C.) solution of 5-fluoro-1H-benzo[d][1,3]oxazine-2,4-dione (Compound 27E, 9.2 g, 50.8 mmol) in DCM and DMF (120 mL+60 mL) over the course of 40 min. The reaction mixture was stirred at 0° C. for 2 h then allowed to warm to RT. After 30 min, the DCM was removed in vacuo. The remaining reaction mixture was cooled −10° C., treated with a solution of 2M methyl amine in THF (50.8 mL, 101.6 mmol) and allowed to stir for overnight at room temperature. The... The product is NC1=CC=C(C(=C1C(=O)NC)F)Br (6-Amino-3-bromo-2-fluoro-N-methylbenzamide). Starting materials: C1CCOC1, CO, [Li+], [OH-], O, COC(=O)c1cc2c([nH]1)CCC2c1ccc(-c2ccccc2)cc1. Yields the product O=C(O)c1cc2c([nH]1)CCC2c1ccc(-c2ccccc2)cc1. Reaction SMILES: [CH2:28]1[O:29][CH2:30][CH2:31][CH2:32]1.[CH3:33][OH:34].[Li+:27].[OH-:26].[OH2:25].[c:1]1(-[c:19]2[cH:20][cH:21][cH:22][cH:23][cH:24]2)[cH:2][cH:3][c:4]([CH:7]2[CH2:8][CH2:9][c:10]3[nH:11][c:12]([C:15](=[O:16])[O:17][CH3:18])[cH:13][c:14]32)[cH:5][cH:6]1>>[c:1]1(-[c:19]2[cH:20][cH:21][cH:22][cH:23][cH:24]2)[cH:2][cH:3][c:4]([CH:7]2[CH2:8][CH2:9][c:10]3[nH:11][c:12]([C:15](=[O:16])[OH:17])[cH:13][c:14]32)[cH:5][cH:6]1. RXN SMILES: [Br:1][c:2]1[cH:3][cH:4][c:5]([CH:6]=[CH:7][CH:8]2[N:9]([C:15]([O:16][C:17]([CH3:18])([CH3:19])[CH3:20])=[O:21])[C:10]([CH3:13])([CH3:14])[O:11][CH2:12]2)[cH:22][cH:23]1.[CH2:41]1[O:42][CH2:43][CH2:44][CH2:45]1.[CH3:31][C:32]#[N:33].[CH3:35][CH2:36][O:37][C:38](=[O:39])[CH3:40].[OH2:34].[OH:24][C:25]([C:26]([F:27])([F:28])[F:29])=[O:30]>>[Br:1][c:2]1[cH:3][cH:4][c:5]([CH:6]=[CH:7][CH:8]([NH2:9])[CH2:12][OH:11])[cH:22][cH:23]1. Reactants: CC(C)(C)OC(=O)N1C(C=Cc2ccc(Br)cc2)COC1(C)C, C1CCOC1, CC#N, CCOC(C)=O, O, O=C(O)C(F)(F)F. Yields the product NC(C=Cc1ccc(Br)cc1)CO. Starting materials: FC(C1=CC(=CC=C1)N1NC=C(C1=O)C=1C=C(C=CC1)C(F)(F)F)(F)F (1,4-bis-(α,α,α-trifluoro-3-tolyl)-3-pyrazolin-5-one), C(C)I (ethyl iodide), C([O-])([O-])=O.[K+].[K+] (potassium carbonate). Solvent: C(C)O (ethanol). Conditions: time 8 hour. Yields the product FC(C1=CC(=CC=C1)N1N(C=C(C1=O)C=1C=C(C=CC1)C(F)(F)F)CC)(F)F (1,4-Bis-(α,α,α-trifluoro-3-tolyl)-2-ethyl-3-pyrazolin-5-one). As a reaction SMILES: [F:1][C:2]([F:26])([F:25])[C:3]1[CH:8]=[CH:7][CH:6]=[C:5]([N:9]2[C:13](=[O:14])[C:12]([C:15]3[CH:16]=[C:17]([C:21]([F:24])([F:23])[F:22])[CH:18]=[CH:19][CH:20]=3)=[CH:11][NH:10]2)[CH:4]=1.[CH2:27](I)[CH3:28].C(=O)([O-])[O-].[K+].[K+]>C(O)C>[F:26][C:2]([F:1])([F:25])[C:3]1[CH:8]=[CH:7][CH:6]=[C:5]([N:9]2[C:13](=[O:14])[C:12]([C:15]3[CH:16]=[C:17]([C:21]([F:22])([F:23])[F:24])[CH:18]=[CH:19][CH:20]=3)=[CH:11][N:10]2[CH2:27][CH3:28])[CH:4]=1 |f:2.3.4|. Procedure details: A 4 gram portion of 1,4-bis-(α,α,α-trifluoro-3-tolyl)-3-pyrazolin-5-one (from Example 4) was heated with 20 ml. ethyl iodide, 3 grams potassium carbonate, and 40 ml. ethanol at reflux temperature for about 4 hours. The reaction product mixture was concentrated in vacuo and extracted with ethyl acetate. The extract was dried over anhydrous magnesium sulfate, the drying agent filtered off and the filtrate concentrated in vacuo. On standing overnight the residue solidified and was recrystallized fr...